From a dataset of the Open Reaction Database (ORD), a public repository of structured organic reaction records. describe an organic reaction: reactants, conditions, products, and yield The reactants are C1(CCCCC1)P(C1=C(C=CC=C1)C1=CC=CC=C1)C1CCCCC1 (2-(dicyclohexylphosphino)biphenyl), BrC=1C=C2C=CC(=NC2=CC1)CCN1[C@@H](CCC1)C (6-bromo-2-{2-[(2R)-2-methyl-1-pyrrolidinyl]ethyl}quinoline), N1=CC(=CC=C1)B(O)O (3-pyridinylboronic acid), C([O-])([O-])=O.[Na+].[Na+] (sodium carbonate). Reagents/catalysts: C=1C=CC(=CC1)/C=C/C(=O)/C=C/C2=CC=CC=C2.C=1C=CC(=CC1)/C=C/C(=O)/C=C/C2=CC=CC=C2.C=1C=CC(=CC1)/C=C/C(=O)/C=C/C2=CC=CC=C2.[Pd].[Pd] (tris(dibenzylideneacetone)dipalladium). The solvent is COCCOC (1,2-dimethoxyethane), C(C)(=O)OCC (ethyl acetate), O (water). Conditions: temperature 80 celsius. Yields the product C[C@H]1N(CCC1)CCC1=NC2=CC=C(C=C2C=C1)C=1C=NC=CC1 (2-{2-[(2R)-2-methyl-1-pyrrolidinyl]ethyl}-6-(3-pyridinyl)quinoline). RXN SMILES: C1(P(C2CCCCC2)C2C=CC=CC=2C2C=CC=CC=2)CCCCC1.[N:26]1[CH:31]=[CH:30][CH:29]=[C:28](B(O)O)[CH:27]=1.C(=O)([O-])[O-].[Na+].[Na+].Br[C:42]1[CH:43]=[C:44]2[C:49](=[CH:50][CH:51]=1)[N:48]=[C:47]([CH2:52][CH2:53][N:54]1[CH2:58][CH2:57][CH2:56][C@H:55]1[CH3:59])[CH:46]=[CH:45]2>COCCOC.O.C(OCC)(=O)C.C1C=CC(/C=C/C(/C=C/C2C=CC=CC=2)=O)=CC=1.C1C=CC(/C=C/C(/C=C/C2C=CC=CC=2)=O)=CC=1.C1C=CC(/C=C/C(/C=C/C2C=CC=CC=2)=O)=CC=1.[Pd].[Pd]>[CH3:59][C@@H:55]1[CH2:56][CH2:57][CH2:58][N:54]1[CH2:53][CH2:52][C:47]1[CH:46]=[CH:45][C:44]2[C:49](=[CH:50][CH:51]=[C:42]([C:28]3[CH:27]=[N:26][CH:31]=[CH:30][CH:29]=3)[CH:43]=2)[N:48]=1 |f:2.3.4,9.10.11.12.13|. Procedure details: Tetrakis(triphenylphosphine)palladium (0) (28.8 mg, 0.025 mmol), 2-(dicyclohexylphosphino)biphenyl (35.0 mg, 0.10 mmol), 3-pyridinylboronic acid (0.375 mmol), and sodium carbonate (40.0 mg, 0.375 mmol) were combined in 1,2-dimethoxyethane (4 mL) and water (1.5 mL). The mixture was then treated with the product from Example 42D (80 mg, 0.25 mmol) and heated at 80° C. for 24 hours. The reaction mixture was allowed to cool to room temperature and diluted with ethyl acetate (20 mL). The organic laye... The reactants are OC=1C=CC(=NC1)N=NC1=CC=C(C=C1)[N+](=O)[O-] (5-hydroxy-2-(4-nitrophenylazo)pyridine), C([O-])([O-])=O.[K+].[K+] (potassium carbonate), ClC(=C(F)F)F (chlorotrifluoroethene). Solvent: CN(C)C=O (DMF). The product is ClC(C(OC=1C=CC(=NC1)N=NC1=CC=C(C=C1)[N+](=O)[O-])(F)F)F (5-(2-chloro-1,1,2-trifluoroethoxy)-2-(4-nitrophenylazo)pyridine). As a reaction SMILES: [Cl:1][C:2]([F:6])=[C:3]([F:5])[F:4].[OH:7][C:8]1[CH:9]=[CH:10][C:11]([N:14]=[N:15][C:16]2[CH:21]=[CH:20][C:19]([N+:22]([O-:24])=[O:23])=[CH:18][CH:17]=2)=[N:12][CH:13]=1.C(=O)([O-])[O-].[K+].[K+]>CN(C=O)C>[Cl:1][CH:2]([F:6])[C:3]([F:5])([F:4])[O:7][C:8]1[CH:9]=[CH:10][C:11]([N:14]=[N:15][C:16]2[CH:21]=[CH:20][C:19]([N+:22]([O-:24])=[O:23])=[CH:18][CH:17]=2)=[N:12][CH:13]=1 |f:2.3.4|. Procedure: 26 liters of chlorotrifluoroethene were introduced from a gas burette into a gas-tight stirred apparatus containing a mixture of 244 g (1.0 mol) of 5-hydroxy-2-(4-nitrophenylazo)pyridine, 138 g (1.0 mol) of potassium carbonate and 2 liters of dry DMF. The mixture was filtered through Celite, and the solid was washed with 1 liter of acetone. The solvent was removed from the filtrate by evaporation on a rotary evaporator. The residue was taken up in 2.5 liters of ethyl acetate and washed four time... The reactants are O1C2C(C3=CC=CC=C3C(C21)=O)=O (2,3-epoxy-2,3-dihydro-1,4-naphthoquinone), N1(CCNCC1)C=O (1-piperazinecarboxaldehyde). Reported procedure: A mixture of 3.48 g of 2,3-epoxy-2,3-dihydro-1,4-naphthoquinone, 2.28 of 1-piperazinecarboxaldehyde and 200 ml of absolute ethanol was stirred for 20 hours, then concentrated to one-half its original volume and refrigerated, overnight. The solid was collected and recrystallized from dichloromethane/ethanol, giving 2.65 g of the desired product, mp 200-203°C. Run at time 20 hour. Yields the product OC1=C(C(C2=CC=CC=C2C1=O)=O)N1CCN(CC1)C=O (4-(1,4-Dihydro-3-hydroxy-1,4-dioxo-2-naphthalenyl)-1-piperazinecarboxaldehyde). The solvent is C(C)O (ethanol). Reaction SMILES: [O:1]1[CH:11]2[CH:2]1[C:3](=[O:13])[C:4]1[C:9]([C:10]2=[O:12])=[CH:8][CH:7]=[CH:6][CH:5]=1.[N:14]1([CH:20]=[O:21])[CH2:19][CH2:18][NH:17][CH2:16][CH2:15]1>C(O)C>[OH:1][C:11]1[C:10](=[O:12])[C:9]2[C:4](=[CH:5][CH:6]=[CH:7][CH:8]=2)[C:3](=[O:13])[C:2]=1[N:17]1[CH2:18][CH2:19][N:14]([CH:20]=[O:21])[CH2:15][CH2:16]1. Reactants: FC1=CC=C(C=C1)N1N=CC2=CC(=CC=C12)C(C(C=O)(C)C)C1=CC=CC=C1 (3-(1-(4-fluorophenyl)-1H-indazol-5-yl)-2,2-dimethyl-3-phenylpropanal), C[Mg]Br (methylmagnesium bromide). Solvent: C1CCOC1 (THF), C1CCOC1 (THF). Run at time 1 hour. Product: FC1=CC=C(C=C1)N1N=CC2=CC(=CC=C12)C(C(C(C)O)(C)C)C1=CC=CC=C1 (4-(1-(4-fluorophenyl)-1H-indazol-5-yl)-3,3-dimethyl-4-phenylbutan-2-ol). Yield: 92.0%. As a reaction SMILES: [F:1][C:2]1[CH:7]=[CH:6][C:5]([N:8]2[C:16]3[C:11](=[CH:12][C:13]([CH:17]([C:23]4[CH:28]=[CH:27][CH:26]=[CH:25][CH:24]=4)[C:18]([CH3:22])([CH3:21])[CH:19]=[O:20])=[CH:14][CH:15]=3)[CH:10]=[N:9]2)=[CH:4][CH:3]=1.[CH3:29][Mg]Br>C1COCC1>[F:1][C:2]1[CH:3]=[CH:4][C:5]([N:8]2[C:16]3[C:11](=[CH:12][C:13]([CH:17]([C:23]4[CH:24]=[CH:25][CH:26]=[CH:27][CH:28]=4)[C:18]([CH3:22])([CH3:21])[CH:19]([OH:20])[CH3:29])=[CH:14][CH:15]=3)[CH:10]=[N:9]2)=[CH:6][CH:7]=1. Procedure details: To a solution of 3-(1-(4-fluorophenyl)-1H-indazol-5-yl)-2,2-dimethyl-3-phenylpropanal (from Ex 116(b), 25 mg, 0.067 mmol) in THF (1 ml) at 0° C. was added a solution of 1.4 M methylmagnesium bromide in 1 ml of THF (1.4 M) dropwise. After 1 hr, the reaction was quenched with sat. NH4Cl and was extracted with ethyl acetate. The organic phase was washed, dried over MgSO4, filtered, and concentrated to give 4-(1-(4-fluorophenyl)-1H-indazol-5-yl)-3,3-dimethyl-4-phenylbutan-2-ol as a white solid (24 m... The reactants are [Cl-].[NH4+] (ammonium chloride), CC(C)([O-])C.[K+] (Potassium t-butoxide), N1=CC(=CC=C1)C1C(CCCC1)=O (2-(pyrid-3-yl)cyclohexanone), CN(C=O)C (dimethylformamide), [N+](=[N-])(C(=O)OC(C)(C)C)C(=O)OC(C)(C)C (di-t-butyl diazodicarboxylate). Conditions: temperature 20 celsius. The product is C(C)(C)(C)OC(=O)N(NC(=O)OC(C)(C)C)C1(C(CCCC1)=O)C=1C=NC=CC1 (2-(N,N'-di-t-butoxycarbonylhydrazino)-2-(pyrid-3-yl)cyclohexanone). RXN SMILES: [CH3:1][C:2]([CH3:5])([O-:4])[CH3:3].[K+].[N:7]1[CH:12]=[CH:11][CH:10]=[C:9]([CH:13]2[CH2:18][CH2:17][CH2:16][CH2:15][C:14]2=[O:19])[CH:8]=1.[N+:20]([C:29]([O:31][C:32]([CH3:35])([CH3:34])[CH3:33])=[O:30])(C(OC(C)(C)C)=O)=[N-:21].[Cl-].[NH4+].CN(C)[CH:40]=[O:41]>>[C:2]([O:4][C:40]([N:21]([C:13]1([C:9]2[CH:8]=[N:7][CH:12]=[CH:11][CH:10]=2)[CH2:18][CH2:17][CH2:16][CH2:15][C:14]1=[O:19])[NH:20][C:29]([O:31][C:32]([CH3:33])([CH3:34])[CH3:35])=[O:30])=[O:41])([CH3:5])([CH3:3])[CH3:1] |f:0.1,4.5|. Procedure: Potassium t-butoxide (3.7 g, 33 mmol) was added, in one portion, to a stirred solution of 2-(pyrid-3-yl)cyclohexanone (5.3 g, 30 mmol) in dimethylformamide (60 ml) at 0° C. After 60 minutes the dark red solution was treated with di-t-butyl diazodicarboxylate (7.6 g, 33 mmol) over 5 minutes. The mixture was then allowed to warm to 20° C. over 1 hour, poured into saturated ammonium chloride solution (50 ml) and extracted with ethyl acetate (2×25 ml). The combined organic extracts were successively... The reactants are CN1C(NCC1)=C[N+](=O)[O-] (1-methyl-2-(nitromethylene)imidazolidine), C1(=CC=C(C=C1)S(=O)(=O)N=C=O)C (p-tolylsulfonyl isocyanate). Run in CCOCC (ether), C(Cl)Cl (methylene chloride). Run at time 8 hour. The product is CN1C(NCC1)=C(C(=O)NS(=O)(=O)C1=CC=C(C=C1)C)[N+](=O)[O-] (2-(1-methyl-2-imidazolidinylidene)-N-(4-methylphenylsulfonyl)-2-nitroacetamide). As a reaction SMILES: [CH3:1][N:2]1[CH2:6][CH2:5][NH:4][C:3]1=[CH:7][N+:8]([O-:10])=[O:9].[C:11]1([CH3:23])[CH:16]=[CH:15][C:14]([S:17]([N:20]=[C:21]=[O:22])(=[O:19])=[O:18])=[CH:13][CH:12]=1>C(Cl)Cl.CCOCC>[CH3:1][N:2]1[CH2:6][CH2:5][NH:4][C:3]1=[C:7]([N+:8]([O-:10])=[O:9])[C:21]([NH:20][S:17]([C:14]1[CH:15]=[CH:16][C:11]([CH3:23])=[CH:12][CH:13]=1)(=[O:19])=[O:18])=[O:22]. Reported procedure: A solution of 1.43 g of 1A in 20 ml of methylene chloride was treated with 1.99 g of p-tolylsulfonyl isocyanate at room temperature. After a brief period of exothermicity, the mixture was held at room temperature overnight. The mixture then was diluted with 20 ml of dry ether and filtered to give 1, as a white powder, m.p.: 155°- 157°. The reactants are C[Si](C)(C)CCOCn1cc(C(=O)NC(C(=O)N2CC(C#N)C2)C2CC2)c2nc(-c3cn(-c4cc(F)ccc4F)cn3)cnc21, CC#N, [Cs+], [F-], C1COCCOCCOCCOCCOCCO1. The product is N#CC1CN(C(=O)C(NC(=O)c2c[nH]c3ncc(-c4cn(-c5cc(F)ccc5F)cn4)nc23)C2CC2)C1. As a reaction SMILES: [C:1](#[N:2])[CH:3]1[CH2:4][N:5]([C:7]([CH:8]([CH:9]2[CH2:10][CH2:11]2)[NH:12][C:13](=[O:14])[c:15]2[cH:16][n:17]([CH2:37][O:38][CH2:39][CH2:40][Si:41]([CH3:42])([CH3:43])[CH3:44])[c:18]3[n:19][cH:20][c:21](-[c:24]4[n:25][cH:26][n:27](-[c:29]5[c:30]([F:36])[cH:31][cH:32][c:33]([F:35])[cH:34]5)[cH:28]4)[n:22][c:23]23)=[O:45])[CH2:6]1.[CH3:66][C:67]#[N:68].[Cs+:65].[F-:64].[O:46]1[CH2:47][CH2:48][O:49][CH2:50][CH2:51][O:52][CH2:53][CH2:54][O:55][CH2:56][CH2:57][O:58][CH2:59][CH2:60][O:61][CH2:62][CH2:63]1>>[C:1](#[N:2])[CH:3]1[CH2:4][N:5]([C:7]([CH:8]([CH:9]2[CH2:10][CH2:11]2)[NH:12][C:13](=[O:14])[c:15]2[cH:16][nH:17][c:18]3[n:19][cH:20][c:21](-[c:24]4[n:25][cH:26][n:27](-[c:29]5[c:30]([F:36])[cH:31][cH:32][c:33]([F:35])[cH:34]5)[cH:28]4)[n:22][c:23]23)=[O:45])[CH2:6]1.